This data is from the Open Reaction Database (ORD), a public repository of structured organic reaction records. The task is: describe an organic reaction: reactants, conditions, products, and yield Reaction SMILES: [C:23]([O:24][BH-:25]([O:26][C:27](=[O:28])[CH3:29])[O:30][C:31](=[O:32])[CH3:33])(=[O:34])[CH3:35].[CH3:15][C:16]([CH3:17])=[O:18].[CH3:19][C:20](=[O:21])[OH:22].[Cl:37][CH:38]([Cl:39])[CH3:40].[Na+:36].[O:1]([c:2]1[cH:3][cH:4][cH:5][cH:6][cH:7]1)[c:8]1[c:9]([NH2:10])[cH:11][cH:12][cH:13][cH:14]1>>[O:1]([c:2]1[cH:3][cH:4][cH:5][cH:6][cH:7]1)[c:8]1[c:9]([NH:10][CH:16]([CH3:15])[CH3:17])[cH:11][cH:12][cH:13][cH:14]1. The product is CC(C)Nc1ccccc1Oc1ccccc1. Reactants: CC(=O)O[BH-](OC(C)=O)OC(C)=O, CC(C)=O, CC(=O)O, CC(Cl)Cl, [Na+], Nc1ccccc1Oc1ccccc1. Starting materials: C(C)(C)(C)OC(NCCCNC(=S)N=CN(C)C)=O ([3-(3-Dimethylaminomethylene-thioureido)-propyl]-carbamic acid tert-butyl ester), ClC1=C(C(CBr)=O)C=CC=C1 (2-chloro phenacylbromide). Yields the product C(C)(C)(C)OC(NCCCNC=1SC(=CN1)C(C1=C(C=CC=C1)Cl)=O)=O ({3-[5-(2-Chloro-benzoyl)-thiazol-2-ylamino]-propyl}-carbamic Acid tert-Butyl Ester). RXN SMILES: [C:1]([O:5][C:6](=[O:19])[NH:7][CH2:8][CH2:9][CH2:10][NH:11][C:12]([N:14]=[CH:15]N(C)C)=[S:13])([CH3:4])([CH3:3])[CH3:2].[Cl:20][C:21]1[CH:30]=[CH:29][CH:28]=[CH:27][C:22]=1[C:23](=[O:26])[CH2:24]Br>>[C:1]([O:5][C:6](=[O:19])[NH:7][CH2:8][CH2:9][CH2:10][NH:11][C:12]1[S:13][C:24]([C:23](=[O:26])[C:22]2[CH:27]=[CH:28][CH:29]=[CH:30][C:21]=2[Cl:20])=[CH:15][N:14]=1)([CH3:2])([CH3:3])[CH3:4]. Procedure details: The title compound was synthesised from [3-(3-Dimethylaminomethylene-thioureido)-propyl]-carbamic acid tert-butyl ester and 2-chloro phenacylbromide (commercially available) according to the procedure described for Example 25. MS (m/e): 395.8 (MH+, 100%). Starting materials: NNC(=O)c1ccc(Br)c2ccccc12, Cc1ccc(N)cc1. Yields the product Cc1ccc(Nc2ccc(C(=O)NN)c3ccccc23)cc1. As a reaction SMILES: [Br:1][c:2]1[cH:3][cH:4][c:5]([C:12](=[O:13])[NH:14][NH2:15])[c:6]2[cH:7][cH:8][cH:9][cH:10][c:11]12.[NH2:16][c:17]1[cH:18][cH:19][c:20]([CH3:23])[cH:21][cH:22]1>>[c:2]1([NH:16][c:17]2[cH:18][cH:19][c:20]([CH3:23])[cH:21][cH:22]2)[cH:3][cH:4][c:5]([C:12](=[O:13])[NH:14][NH2:15])[c:6]2[cH:7][cH:8][cH:9][cH:10][c:11]12. Starting materials: C(C)C1=NN2C(C=CC=C2)=C1NC(=O)C1CCOCC1 (N4-(2-ethylpyrazolo[1,5-a]pyridin-3-yl)tetrahydro-2H-4-pyrancarboxamide), CC(C)([O-])C.[K+] (potassium tert-butoxide), COCCOC (1,2-dimethoxyethane), BrCC1CC1 ((Bromomethyl)cyclopropane). Run in C1(=CC=CC=C1)C (toluene), O (water). Run at time 4 hour. The product is C1(CC1)CN(C(=O)C1CCOCC1)C=1C(=NN2C1C=CC=C2)CC (N4-Cyclopropylmethyl-N4-(2-ethylpyrazolo[1,5-a]pyridin-3-yl)tetrahydro-2H-4-pyrancarboxamide). The yield is 92.5%. Reaction SMILES: [CH2:1]([C:3]1[C:11]([NH:12][C:13]([CH:15]2[CH2:20][CH2:19][O:18][CH2:17][CH2:16]2)=[O:14])=[C:6]2[CH:7]=[CH:8][CH:9]=[CH:10][N:5]2[N:4]=1)[CH3:2].CC(C)([O-])C.[K+].COCCOC.Br[CH2:34][CH:35]1[CH2:37][CH2:36]1>C1(C)C=CC=CC=1.O>[CH:35]1([CH2:34][N:12]([C:11]2[C:3]([CH2:1][CH3:2])=[N:4][N:5]3[CH:10]=[CH:9][CH:8]=[CH:7][C:6]=23)[C:13]([CH:15]2[CH2:20][CH2:19][O:18][CH2:17][CH2:16]2)=[O:14])[CH2:37][CH2:36]1 |f:1.2|. Reported procedure: A mixture of N4-(2-ethylpyrazolo[1,5-a]pyridin-3-yl)tetrahydro-2H-4-pyrancarboxamide (272 g, 915 mmol), potassium tert-butoxide (144 g, 1.28 mol) and 1,2-dimethoxyethane (1750 mL) was heated and stirred at an external temperature of 40° C. (Bromomethyl)cyclopropane (161 g, 1.19 mol) was then added dropwise to the reaction mixture keeping the internal temperature below 50° C. After heating and stirring for 4 hours, water (1250 mL) and toluene (3750 mL) were added to the reaction mixture. The aque... The reactants are NC1=NC=NC=2OC(C(=NC21)C2=CC=C(C=C2)C21CCC(CC2)(CC1)CC(=O)OC)(C)C (methyl {4-[4-(4-amino-7,7-dimethyl-7H-pyrimido[4,5-b][1,4]oxazin-6-yl)phenyl]bicyclo[2.2.2]oct-1-yl}acetate), [OH-].[Na+] (NaOH), [OH-].[Na+] (NaOH). Run in CO (MeOH), C1CCOC1 (THF). Run at time 8 hour. Yields the product NC1=NC=NC=2OC(C(=NC21)C2=CC=C(C=C2)C21CCC(CC2)(CC1)CC(=O)O)(C)C ({4-[4-(4-Amino-7,7-dimethyl-7H-pyrimido[4,5-b][1,4]oxazin-6-yl)phenyl]bicyclo[2.2.2]oct-1-yl}acetic acid). As a reaction SMILES: [NH2:1][C:2]1[C:11]2[N:10]=[C:9]([C:12]3[CH:17]=[CH:16][C:15]([C:18]45[CH2:25][CH2:24][C:21]([CH2:26][C:27]([O:29]C)=[O:28])([CH2:22][CH2:23]4)[CH2:20][CH2:19]5)=[CH:14][CH:13]=3)[C:8]([CH3:32])([CH3:31])[O:7][C:6]=2[N:5]=[CH:4][N:3]=1.[OH-].[Na+]>CO.C1COCC1>[NH2:1][C:2]1[C:11]2[N:10]=[C:9]([C:12]3[CH:13]=[CH:14][C:15]([C:18]45[CH2:23][CH2:22][C:21]([CH2:26][C:27]([OH:29])=[O:28])([CH2:20][CH2:19]4)[CH2:24][CH2:25]5)=[CH:16][CH:17]=3)[C:8]([CH3:32])([CH3:31])[O:7][C:6]=2[N:5]=[CH:4][N:3]=1 |f:1.2|. Procedure details: To a solution of methyl {4-[4-(4-amino-7,7-dimethyl-7H-pyrimido[4,5-b][1,4]oxazin-6-yl)phenyl]bicyclo[2.2.2]oct-1-yl}acetate (122 mg, 0.28 mmol) in MeOH (10 mL) and THF (5 mL) was added 2M NaOH (0.7 mL). The reaction mixture was stirred at ambient temperature overnight then further 2M NaOH (0.7 mL) was added and the reaction mixture heated to 50° C. for 5 hrs. The mixture was allowed to cool, the solvent was removed under reduced pressure and the residue was acidified to pH 2 with 2M HCl and the...